This data is from the Open Reaction Database (ORD), a public repository of structured organic reaction records. The task is: describe an organic reaction: reactants, conditions, products, and yield Reactants: N1(CCCCC1)C=1C=C(C=CC1)C=1NC(C(C(=O)O)=CC1)=O (6-(m-Piperidinylphenyl)-1,2-dihydro-2-oxonicotinic acid), S(=O)(Cl)Cl (thionyl chloride). Yields the product Cl.N1(CCCCC1)C=1C=C(C=CC1)C=1NC(C(CCl)=CC1)=O (6-(m-Piperidinylphenyl)-1,2-dihydro-2-oxonicotinyl Chloride Hydrochloride). As a reaction SMILES: [N:1]1([C:7]2[CH:8]=[C:9]([C:13]3[NH:14][C:15](=[O:22])[C:16](=[CH:20][CH:21]=3)[C:17](O)=O)[CH:10]=[CH:11][CH:12]=2)[CH2:6][CH2:5][CH2:4][CH2:3][CH2:2]1.S(Cl)([Cl:25])=O>>[ClH:25].[N:1]1([C:7]2[CH:8]=[C:9]([C:13]3[NH:14][C:15](=[O:22])[C:16](=[CH:20][CH:21]=3)[CH2:17][Cl:25])[CH:10]=[CH:11][CH:12]=2)[CH2:6][CH2:5][CH2:4][CH2:3][CH2:2]1 |f:2.3|. Procedure: 6-(m-Piperidinylphenyl)-1,2-dihydro-2-oxonicotinic acid, 5.22 g. (0.0165 mole) is added to 100 ml. of thionyl chloride and the mixture is stirred overnight at room temperature. The solid 6-(m-piperidinylphenyl)-1,2-dihydro-2-oxonicotinyl chloride hydrochloride is separated by filtration, washed three times with 100 ml. of hexane and dried over phosphorous pentoxide in vacuo. The product may be used directly in the next step. The reactants are Cl (hydrogen chloride), FC=1C=C2CC[C@]([C@H](C2=CC1)C(C)C)(O)CCN(CCCCCC1=NC2=C(N1C)C=CC=C2)C ([1S,2S]-6-fluoro-1,2,3,4-tetrahydro-1-isopropyl-2-[2-[methyl-[5-(1-methyl-2-benzimidazolyl)pentyl]amino]ethyl]-2-naphthalenol), C1(=CC=CC=C1)N=C=O (phenyl isocyanate). The reagents and catalysts are C(C)C(C(=O)[O-])CCCC.[Sn+2].C(C)C(C(=O)[O-])CCCC (tin(II) 2-ethylhexanoate). The solvent is CCOCC (ether), C(Cl)Cl (methylene chloride), C1(=CC=CC=C1)C (toluene). Product: Cl.Cl.C(NC1=CC=CC=C1)(O[C@]1([C@H](C2=CC=C(C=C2CC1)F)C(C)C)CCN(CCCCCC1=NC2=C(N1C)C=CC=C2)C)=O ([1S,2S]-6-fluoro-1,2,3,4-tetrahydro-1-isopropyl-2-[2-[methyl-[5-(1-methyl-2-benzimidazolyl)pentyl]amino]ethyl]-2-naphthyl carbanilate dihydrochloride). The yield is 65.0%. Reaction SMILES: [F:1][C:2]1[CH:3]=[C:4]2[C:9](=[CH:10][CH:11]=1)[C@H:8]([CH:12]([CH3:14])[CH3:13])[C@:7]([CH2:16][CH2:17][N:18]([CH3:34])[CH2:19][CH2:20][CH2:21][CH2:22][CH2:23][C:24]1[N:28]([CH3:29])[C:27]3[CH:30]=[CH:31][CH:32]=[CH:33][C:26]=3[N:25]=1)([OH:15])[CH2:6][CH2:5]2.[C:35]1([N:41]=[C:42]=[O:43])[CH:40]=[CH:39][CH:38]=[CH:37][CH:36]=1.[ClH:44]>C1(C)C=CC=CC=1.C(Cl)Cl.CCOCC.C(C(CCCC)C([O-])=O)C.[Sn+2].C(C(CCCC)C([O-])=O)C>[ClH:44].[ClH:44].[C:42](=[O:43])([O:15][C@:7]1([CH2:16][CH2:17][N:18]([CH3:34])[CH2:19][CH2:20][CH2:21][CH2:22][CH2:23][C:24]2[N:28]([CH3:29])[C:27]3[CH:30]=[CH:31][CH:32]=[CH:33][C:26]=3[N:25]=2)[CH2:6][CH2:5][C:4]2[C:9](=[CH:10][CH:11]=[C:2]([F:1])[CH:3]=2)[C@@H:8]1[CH:12]([CH3:14])[CH3:13])[NH:41][C:35]1[CH:40]=[CH:39][CH:38]=[CH:37][CH:36]=1 |f:6.7.8,9.10.11|. Procedure details: A solution of 2.32 g (0.005 mol) of [1S,2S]-6-fluoro-1,2,3,4-tetrahydro-1-isopropyl-2-[2-[methyl-[5-(1-methyl-2-benzimidazolyl)pentyl]amino]ethyl]-2-naphthalenol and 0.6 g (0 005 mol) of phenyl isocyanate in 5 ml of toluene is treated with 7.5 mg of tin(II) 2-ethylhexanoate and heated to 100° for 15 hours. After concentration under reduced pressure the oily residue is chromatographed on 160 g of silica gel with methanol/methylene chloride (3:2) as the elution agent. The oily product obtained is ... Reactants: S(C)(=O)(=O)[O-] (mesylate), CS(=O)(=O)Cl (methanesulfonyl chloride), alcohol, C(C)(C)(C)OC(=O)N1[C@@H](CC1)COC=1C=C(C=NC1)CCC=1C=C(C=CC1)CO (3-[2-[5-[[1-(tert-butoxycarbonyl)-2(S)-azetidinyl]methoxy]-3-pyridyl]ethyl]phenylmethanol), [Li+].[Cl-] (LiCl), N1=C(C=CC=C1C)C (2,6-lutidine). Solvent: CCOC(=O)C (EtOAc), CN(C)C=O (DMF). Yields the product C(C)(C)(C)OC(=O)N1[C@@H](CC1)COC=1C=C(C=NC1)CCC=1C=C(C=CC1)CCl (3-[2-[5-[[1-(tert-Butoxycarbonyl)-2(S)-azetidinyl]methoxy]-3-pyridyl]ethyl]phenylmethyl Chloride). RXN SMILES: [C:1]([O:5][C:6]([N:8]1[CH2:11][CH2:10][C@H:9]1[CH2:12][O:13][C:14]1[CH:15]=[C:16]([CH2:20][CH2:21][C:22]2[CH:23]=[C:24]([CH2:28]O)[CH:25]=[CH:26][CH:27]=2)[CH:17]=[N:18][CH:19]=1)=[O:7])([CH3:4])([CH3:3])[CH3:2].[Li+].[Cl-].N1C(C)=CC=CC=1C.CS([Cl:44])(=O)=O.S([O-])(=O)(=O)C>CN(C=O)C.CCOC(C)=O>[C:1]([O:5][C:6]([N:8]1[CH2:11][CH2:10][C@H:9]1[CH2:12][O:13][C:14]1[CH:15]=[C:16]([CH2:20][CH2:21][C:22]2[CH:23]=[C:24]([CH2:28][Cl:44])[CH:25]=[CH:26][CH:27]=2)[CH:17]=[N:18][CH:19]=1)=[O:7])([CH3:4])([CH3:3])[CH3:2] |f:1.2|. Procedure details: To a solution of 3-[2-[5-[[1-(tert-butoxycarbonyl)-2(S)-azetidinyl]methoxy]-3-pyridyl]ethyl]phenylmethanol, LiCl (1-4 equiv.), and 2,6-lutidine (1-2 equiv.) in DMF is added with stirring, cooling, and exclusion of moisture methanesulfonyl chloride (1-1.5 equiv.). The reaction mixture is stirred at ambient or elevated temperature until the alcohol and the intermediate mesylate have disappeared. The solvent is then distilled into a cooled receiver in an oil pump vacuum. The residue is diluted with... Product: N#CCc1ccccc1Sc1cccc(Br)c1. Reaction SMILES: [Br:4][c:5]1[cH:6][c:7]([S:11][c:12]2[c:13]([CH2:14][Br:15])[cH:16][cH:17][cH:18][cH:19]2)[cH:8][cH:9][cH:10]1.[CH3:20][N:21]([CH3:22])[CH:23]=[O:24].[Na:1][C:2]#[N:3].[OH2:25]>>[C:2](#[N:3])[CH2:14][c:13]1[c:12]([S:11][c:7]2[cH:6][c:5]([Br:4])[cH:10][cH:9][cH:8]2)[cH:19][cH:18][cH:17][cH:16]1. The reactants are BrCc1ccccc1Sc1cccc(Br)c1, CN(C)C=O, N#C[Na], O. The product is CC(C)(NC(=O)c1ccc(N2CC(F)(F)C2)c(OCC(F)(F)F)n1)c1nccs1. RXN SMILES: [C:78](=[O:79])([O-:80])[O-:81].[CH3:1][C:2]([CH3:3])([c:4]1[s:5][cH:6][cH:7][n:8]1)[NH:9][C:10](=[O:11])[c:12]1[n:13][c:14]([O:19][CH2:20][C:21]([F:22])([F:23])[F:24])[c:15]([Br:18])[cH:16][cH:17]1.[CH3:84][c:85]1[cH:86][cH:87][cH:88][cH:89][cH:90]1.[ClH:25].[Cs+:82].[Cs+:83].[F:26][C:27]1([F:31])[CH2:28][NH:29][CH2:30]1.[O-:92][C:93]([CH3:94])=[O:95].[O-:96][C:97]([CH3:98])=[O:99].[Pd+2:91].[cH:32]1[cH:33][cH:34][c:35]([P:36]([c:37]2[cH:38][cH:39][c:40]3[c:41]([cH:42][cH:43][cH:44][cH:45]3)[c:46]2-[c:47]2[c:48]3[c:49]([cH:50][cH:51][cH:52][cH:53]3)[cH:54][cH:55][c:56]2[P:57]([c:58]2[cH:59][cH:60][cH:61][cH:62][cH:63]2)[c:64]2[cH:65][cH:66][cH:67][cH:68][cH:69]2)[c:70]2[cH:71][cH:72][cH:73][cH:74][cH:75]2)[cH:76][cH:77]1>>[CH3:1][C:2]([CH3:3])([c:4]1[s:5][cH:6][cH:7][n:8]1)[NH:9][C:10](=[O:11])[c:12]1[n:13][c:14]([O:19][CH2:20][C:21]([F:22])([F:23])[F:24])[c:15]([N:29]2[CH2:28][C:27]([F:26])([F:31])[CH2:30]2)[cH:16][cH:17]1. The reactants are O=C([O-])[O-], CC(C)(NC(=O)c1ccc(Br)c(OCC(F)(F)F)n1)c1nccs1, Cc1ccccc1, Cl, [Cs+], [Cs+], FC1(F)CNC1, CC(=O)[O-], CC(=O)[O-], [Pd+2], c1ccc(P(c2ccccc2)c2ccc3ccccc3c2-c2c(P(c3ccccc3)c3ccccc3)ccc3ccccc23)cc1. The reactants are Brc1ccc(-c2csc(Br)n2)cc1, ClCCl, CC(N)CO. Yields the product CC(CO)Nc1nc(-c2ccc(Br)cc2)cs1. RXN SMILES: [Br:1][c:2]1[s:3][cH:4][c:5](-[c:7]2[cH:8][cH:9][c:10]([Br:13])[cH:11][cH:12]2)[n:6]1.[CH2:19]([Cl:20])[Cl:21].[NH2:14][CH:15]([CH2:16][OH:17])[CH3:18]>>[c:2]1([NH:14][CH:15]([CH2:16][OH:17])[CH3:18])[s:3][cH:4][c:5](-[c:7]2[cH:8][cH:9][c:10]([Br:13])[cH:11][cH:12]2)[n:6]1.